Dataset: the Open Reaction Database (ORD), a public repository of structured organic reaction records. Task: describe an organic reaction: reactants, conditions, products, and yield Starting materials: ClC1=C(C(=CC=C1)Cl)CN1C2=CC=CC(=C2C=2C(=CC=CC12)OCC(=O)OC)C(N)=O ({9-[(2,6-dichlorophenyl)methyl]-5-carbamoylcarbazol-4-yl}oxyacetic acid, methyl ester), [OH-].[Na+] (NaOH), diethyl ether hexanes. The solvent is C(C)O (ethanol). Conditions: temperature 25 celsius, time 22 hour. The product is ClC1=C(C(=CC=C1)Cl)CN1C2=CC=CC(=C2C=2C(=CC=CC12)OCC(=O)O)C(N)=O ({9-[(2,6-dichlorophenyl)methyl]-5-carbamoylcarbazol-4-yl}oxyacetic acid). Isolated yield 90.3%. As a reaction SMILES: [Cl:1][C:2]1[CH:7]=[CH:6][CH:5]=[C:4]([Cl:8])[C:3]=1[CH2:9][N:10]1[C:22]2[CH:21]=[CH:20][CH:19]=[C:18]([O:23][CH2:24][C:25]([O:27]C)=[O:26])[C:17]=2[C:16]2[C:11]1=[CH:12][CH:13]=[CH:14][C:15]=2[C:29](=[O:31])[NH2:30].[OH-].[Na+]>C(O)C>[Cl:1][C:2]1[CH:7]=[CH:6][CH:5]=[C:4]([Cl:8])[C:3]=1[CH2:9][N:10]1[C:22]2[CH:21]=[CH:20][CH:19]=[C:18]([O:23][CH2:24][C:25]([OH:27])=[O:26])[C:17]=2[C:16]2[C:11]1=[CH:12][CH:13]=[CH:14][C:15]=2[C:29](=[O:31])[NH2:30] |f:1.2|. Procedure details: A suspension of the {9-[(2,6-dichlorophenyl)methyl]-5-carbamoylcarbazol-4-yl}oxyacetic acid, methyl ester (45.7 mg, 0.1 mM) and 0.11 mL (0.11 mM) of 1 N NaOH in 5 mL of ethanol was stirred for 22 hours at 25° C. A small volume of diethyl ether/hexanes was added, then cooled in the refrigerator. The resultant white precipitate was collected by filtration, washed with a small amount of EtOH/diethyl ether/hexanes, then dried in vacuo to afford 40 mg (86%) of the {9-[(2,6-dichlorophenyl)methyl]-5-ca... Reactants: Cl.N1[C@H](C(=O)N)CCC1 (Prolinamide hydrochloride), C(C1=CC=CC=C1)N[C@@H](CC1=CNC=N1)C(=O)O (benzylhistidine), C(C)#N (acetonitrile), C(C1=CC=CC=C1)N[C@@H](CC1=CNC=N1)C(=O)N1[C@H](C(=O)N)CCC1 (benzyl-histidyl-prolinamide). Run in C(C)N(CC)CC (triethylamine). Product: C1(CCCCC1)N=C=NC1CCCCC1 (N,N'-dicyclohexylcarbodiimide). RXN SMILES: Cl.N1[CH2:9][CH2:8][CH2:7][C@H:3]1[C:4]([NH2:6])=O.C(N[C@H](C(O)=O)CC1N=CNC=1)[C:11]1[CH:16]=[CH:15][CH:14]=[CH:13][CH:12]=1.[C:28](#[N:30])C.[CH2:31](N[C@H](C(N1CCC[C@H]1C(N)=O)=O)CC1N=CNC=1)C1C=CC=CC=1>C(N(CC)CC)C>[CH:11]1([N:30]=[C:28]=[N:6][CH:4]2[CH2:3][CH2:7][CH2:8][CH2:9][CH2:31]2)[CH2:12][CH2:13][CH2:14][CH2:15][CH2:16]1 |f:0.1|. Reported procedure: Prolinamide hydrochloride (6 g.) and N-t-butyloxycarbonyl-Nim -benzylhistidine (13.8 g.) were reacted in 200 ml. acetonitrile in the presence of 4.04 g. triethylamine and 10.3 g N,N'-dicyclohexylcarbodiimide to give N-t-butyloxycarbonyl-Nim -benzyl-histidyl-prolinamide as an oily residue. The oil was dissolved in 150 ml. of 2N hydrobromic acid solution in glacial acetic acid. The solution was kept at room temperature for 1 hour in a stoppered flask and then poured into 1500 ml. anhydrous ether. ... The reactants are O=C(CBr)c1cccs1, CCO, COC(C)(C)C, Cc1ncsc1C. Product: [Br-], Cc1sc[n+](CC(=O)c2cccs2)c1C. Reaction SMILES: [Br:8][CH2:9][C:10](=[O:11])[c:12]1[s:13][cH:14][cH:15][cH:16]1.[CH2:23]([OH:24])[CH3:25].[CH3:17][O:18][C:19]([CH3:20])([CH3:21])[CH3:22].[CH3:1][c:2]1[n:3][cH:4][s:5][c:6]1[CH3:7]>>[Br-:8].[CH3:1][c:2]1[n+:3]([CH2:9][C:10](=[O:11])[c:12]2[s:13][cH:14][cH:15][cH:16]2)[cH:4][s:5][c:6]1[CH3:7]. Starting materials: NC1=C(C(=O)OC)C=CC(=C1)NC(C1=C(C=CC=C1)OCC)=O (methyl 2-amino-4-(2'-ethoxybenzamido)-benzoate), C(C)OC1=C(C(=O)Cl)C=CC=C1 (2-ethoxybenzoylchloride). Yields the product C(C)OC1=C(C(=O)NC2=C(C(=O)OC)C=CC(=C2)NC(C2=C(C=CC=C2)OCC)=O)C=CC=C1 (methyl 2,4-bis(2'-ethoxybenzamido)-benzoate). As a reaction SMILES: [NH2:1][C:2]1[CH:11]=[C:10]([NH:12][C:13](=[O:23])[C:14]2[CH:19]=[CH:18][CH:17]=[CH:16][C:15]=2[O:20][CH2:21][CH3:22])[CH:9]=[CH:8][C:3]=1[C:4]([O:6][CH3:7])=[O:5].[CH2:24]([O:26][C:27]1[CH:35]=[CH:34][CH:33]=[CH:32][C:28]=1[C:29](Cl)=[O:30])[CH3:25]>>[CH2:24]([O:26][C:27]1[CH:35]=[CH:34][CH:33]=[CH:32][C:28]=1[C:29]([NH:1][C:2]1[CH:11]=[C:10]([NH:12][C:13](=[O:23])[C:14]2[CH:19]=[CH:18][CH:17]=[CH:16][C:15]=2[O:20][CH2:21][CH3:22])[CH:9]=[CH:8][C:3]=1[C:4]([O:6][CH3:7])=[O:5])=[O:30])[CH3:25]. Reported procedure: By the procedure similar to that described in Example 21, methyl 2-amino-4-(2'-ethoxybenzamido)-benzoate and 2-ethoxybenzoylchloride were reacted and treated to obtain crystals. Recrystallization from acetone gave methyl 2,4-bis(2'-ethoxybenzamido)-benzoate having a melting point between 199° - 200°C. The reactants are ClC1=C(C(=O)O)C=C(C=C1Cl)Cl (2,3,5-trichlorobenzoic acid), CN(C=O)C (dimethylformamide), S(=O)(Cl)Cl (thionyl chloride). The product is ClC1=C(C(=O)Cl)C=C(C=C1Cl)Cl (2,3,5-Trichlorobenzoyl Chloride). As a reaction SMILES: [Cl:1][C:2]1[C:10]([Cl:11])=[CH:9][C:8]([Cl:12])=[CH:7][C:3]=1[C:4](O)=[O:5].CN(C)C=O.S(Cl)([Cl:20])=O>>[Cl:1][C:2]1[C:10]([Cl:11])=[CH:9][C:8]([Cl:12])=[CH:7][C:3]=1[C:4]([Cl:20])=[O:5]. Procedure details: A mixture of 2,3,5-trichlorobenzoic acid (90 g, 0.4M) and dimethylformamide (1 ml) in thionyl chloride (200 ml) was heated to reflux for 2 hours. The cooled solution was evaporated down in vacuo and the residue distilled under nitrogen. Yield 89.2 g (90%), b.p. 158°-160° C. at the pressure of 30 mm of mercury.